This data is from the Open Reaction Database (ORD), a public repository of structured organic reaction records. The task is: describe an organic reaction: reactants, conditions, products, and yield Reactants: CN1C2CC(CC1CC2)(O)C2=CC=C(C=C2)C (8-methyl-3-(4-methylphenyl)-8-azabicyclo[3.2.1]octan-3-ol), C(C)(=O)O (acetic acid), Cl (hydrochloric acid), C(\C=C\C(=O)O)(=O)O (fumaric acid). The solvent is CO (methanol), C(C)OCC (diethyl ether). Product: C(\C=C\C(=O)O)(=O)O.CN1C2C=C(CC1CC2)C2=CC=C(C=C2)C ((±)-8-Methyl-3-(4-methylphenyl)-8-azabicyclo[3.2.1]oct-2-ene Fumarate). As a reaction SMILES: [CH3:1][N:2]1[CH:7]2[CH2:8][CH2:9][CH:3]1[CH2:4][C:5]([C:11]1[CH:16]=[CH:15][C:14]([CH3:17])=[CH:13][CH:12]=1)(O)[CH2:6]2.C(O)(=O)C.Cl.[C:23]([OH:30])(=[O:29])/[CH:24]=[CH:25]/[C:26]([OH:28])=[O:27]>C(OCC)C.CO>[C:23]([OH:30])(=[O:29])/[CH:24]=[CH:25]/[C:26]([OH:28])=[O:27].[CH3:1][N:2]1[CH:7]2[CH2:8][CH2:9][CH:3]1[CH:4]=[C:5]([C:11]1[CH:16]=[CH:15][C:14]([CH3:17])=[CH:13][CH:12]=1)[CH2:6]2 |f:6.7|. Procedure: The title compound was prepared from 8-methyl-3-(4-methylphenyl)-8-azabicyclo[3.2.1]octan-3-ol (3.4 g, 14.7 mmol), glacial acetic acid (11 mL) and concentrated hydrochloric acid (11 mL). The free base of the title compound was dissolved in diethyl ether and added fumaric acid (1.3 g, 11.2 mmol) in methanol. The resulting solution was concentrated to dryness, the residue was trituated in diethyl ether, the title compound precipitated as powder and was isolated by filtration. Yield 2.46 g (51%) m.... RXN SMILES: [C:12](=[O:13])([O-:14])[O-:15].[CH3:1][O:2][c:3]1[cH:4][c:5]([B:9]([OH:10])[OH:11])[cH:6][n:7][cH:8]1.[Cl:18][CH2:19][Cl:20].[Cs+:16].[Cs+:17].[F:21][C:22]([F:23])([F:24])[S:25]([O:26][c:27]1[cH:28][cH:29][cH:30][c:31]2[nH:32][c:33]3[cH:34][cH:35][cH:36][cH:37][c:38]3[c:39]12)(=[O:40])=[O:41].[O:42]1[CH2:43][CH2:44][O:45][CH2:46][CH2:47]1.[OH2:48]>>[CH3:1][O:2][c:3]1[cH:4][c:5](-[c:27]2[cH:28][cH:29][cH:30][c:31]3[nH:32][c:33]4[cH:34][cH:35][cH:36][cH:37][c:38]4[c:39]23)[cH:6][n:7][cH:8]1. The product is COc1cncc(-c2cccc3[nH]c4ccccc4c23)c1. Starting materials: O=C([O-])[O-], COc1cncc(B(O)O)c1, ClCCl, [Cs+], [Cs+], O=S(=O)(Oc1cccc2[nH]c3ccccc3c12)C(F)(F)F, C1COCCO1, O. Reactants: 1,1-carbonyldiimidazole, NC1=CC(=C(C(=O)O)C=C1Cl)OC (4-amino-5-chloro-2-methoxy-benzoic acid), C(C1=CC=CC=C1)N1CCC(CC1)CO (1-benzylpiperidin-4-yl-methanol). Solvent: C1CCOC1 (THF), C1CCOC1 (THF), C(CCC)[Li] (butyllithium). Conditions: time 30 minute. Yields the product N1CCC(CC1)COC(C1=C(C=C(C(=C1)Cl)N)OC)=O (4-Amino-5-chloro-2-methoxy-benzoic acid (piperidin-4-yl)methyl ester). Yield: 109.1%. RXN SMILES: [NH2:1][C:2]1[C:10]([Cl:11])=[CH:9][C:5]([C:6]([OH:8])=[O:7])=[C:4]([O:12][CH3:13])[CH:3]=1.C([N:21]1[CH2:26][CH2:25][CH:24]([CH2:27]O)[CH2:23][CH2:22]1)C1C=CC=CC=1>C1COCC1.C([Li])CCC>[NH:21]1[CH2:26][CH2:25][CH:24]([CH2:27][O:7][C:6](=[O:8])[C:5]2[CH:9]=[C:10]([Cl:11])[C:2]([NH2:1])=[CH:3][C:4]=2[O:12][CH3:13])[CH2:23][CH2:22]1. Reported procedure: 1,1-carbonyldiimidazole (0.8 g., 0.005 mol) was added to a solution of 4-amino-5-chloro-2-methoxy-benzoic acid (1 g, 5 mmol) in THF (20 ml) and the reaction mixture was stirred at room temperature for about 30 minutes. The solvent was evaporated and the residue was taken up in H2O and extracted into ethyl acetate (3×20 ml). The organic phases were collected, dried and evaporated to dryness. The obtained solid residue was dissolved in THF (10 ml) and dropped into a solution of 1-benzylpiperidin-4... The reactants are CCOC(=O)Cc1csc(-c2ccccc2O)n1, C1CCOC1, CCOC(C)=O, [Cl-], Cl, [Li+], [Na+], [OH-]. Yields the product O=C(O)Cc1csc(-c2ccccc2O)n1. As a reaction SMILES: [CH2:1]([CH3:2])[O:3][C:4]([CH2:5][c:6]1[n:7][c:8](-[c:11]2[c:12]([OH:17])[cH:13][cH:14][cH:15][cH:16]2)[s:9][cH:10]1)=[O:18].[CH2:24]1[O:25][CH2:26][CH2:27][CH2:28]1.[CH3:29][CH2:30][O:31][C:32]([CH3:33])=[O:34].[Cl-:22].[ClH:21].[Li+:20].[Na+:23].[OH-:19]>>[O:3]=[C:4]([CH2:5][c:6]1[n:7][c:8](-[c:11]2[c:12]([OH:17])[cH:13][cH:14][cH:15][cH:16]2)[s:9][cH:10]1)[OH:18]. Reactants: BrC1=CC=C(C=N1)O (6-bromo-3-pyridinol), CS(=O)(=O)OCC1CCN(CC1)C1=NC(=NO1)C(C)C ({1-[3-(1-methylethyl)-1,2,4-oxadiazol-5-yl]-4-piperidinyl}methyl methanesulfonate), C([O-])([O-])=O.[K+].[K+] (potassium carbonate), CN(C)C=O (DMF). The solvent is O (water). Conditions: temperature 80 celsius, time 8 hour. Yields the product BrC1=NC=C(C=C1)OCC1CCN(CC1)C1=NC(=NO1)C(C)C (2-bromo-5-[({1-[3-(1-methylethyl)-1,2,4-oxadiazol-5-yl]-4-piperidinyl}methyl)oxy]pyridine). Yield: 80.3%. As a reaction SMILES: [Br:1][C:2]1[N:7]=[CH:6][C:5]([OH:8])=[CH:4][CH:3]=1.CS(O[CH2:14][CH:15]1[CH2:20][CH2:19][N:18]([C:21]2[O:25][N:24]=[C:23]([CH:26]([CH3:28])[CH3:27])[N:22]=2)[CH2:17][CH2:16]1)(=O)=O.C(=O)([O-])[O-].[K+].[K+].CN(C=O)C>O>[Br:1][C:2]1[CH:3]=[CH:4][C:5]([O:8][CH2:14][CH:15]2[CH2:20][CH2:19][N:18]([C:21]3[O:25][N:24]=[C:23]([CH:26]([CH3:28])[CH3:27])[N:22]=3)[CH2:17][CH2:16]2)=[CH:6][N:7]=1 |f:2.3.4|. Procedure details: A mixture of 6-bromo-3-pyridinol (1 g, 5.75 mmol), {1-[3-(1-methylethyl)-1,2,4-oxadiazol-5-yl]-4-piperidinyl}methyl methanesulfonate (prepared as in Example 100, Steps 1-4, 1.74 g, 5.75 mmol), potassium carbonate (1.59 g, 11.49 mmol), and DMF (15 mL) stirred at 80° C. overnight. The mixture was cooled to room temperature, charged with water (100 mL), and was extracted with EtOAc. The organics were dried over MgSO4, filtered, and concentrated. The crude product was purified by chromatography on a... The reactants are CC(C)(C)[NH3+], COS(=O)(=O)OC, Cc1ccccc1, [Cl-], Nc1c([N+](=O)[O-])ccc(Cl)c1Cl, [Na+], [OH-]. Yields the product CNc1c([N+](=O)[O-])ccc(Cl)c1Cl. Reaction SMILES: [C:16]([NH3+:17])([CH3:18])([CH3:19])[CH3:20].[CH3:21][O:22][S:23]([O:24][CH3:25])(=[O:26])=[O:27].[CH3:28][c:29]1[cH:30][cH:31][cH:32][cH:33][cH:34]1.[Cl-:15].[Cl:1][c:2]1[c:3]([NH2:4])[c:5]([N+:10](=[O:11])[O-:12])[cH:6][cH:7][c:8]1[Cl:9].[Na+:14].[OH-:13]>>[Cl:1][c:2]1[c:3]([NH:4][CH3:16])[c:5]([N+:10](=[O:11])[O-:12])[cH:6][cH:7][c:8]1[Cl:9]. Reactants: CC#N, COC(=O)c1cccc(C)c1N[Si](C)(C)C, Cc1cc(C)n2nc(S(=O)(=O)Cl)nc2n1, c1ccncc1. Product: COC(=O)c1cccc(C)c1NS(=O)(=O)c1nc2nc(C)cc(C)n2n1. RXN SMILES: [CH3:17][C:18]#[N:19].[CH3:1][Si:2]([NH:3][c:4]1[c:5]([C:6](=[O:7])[O:8][CH3:9])[cH:10][cH:11][cH:12][c:13]1[CH3:14])([CH3:15])[CH3:16].[Cl:20][S:21](=[O:22])(=[O:23])[c:24]1[n:25][n:26]2[c:27]([n:28][c:29]([CH3:33])[cH:30][c:31]2[CH3:32])[n:34]1.[cH:35]1[cH:36][cH:37][n:38][cH:39][cH:40]1>>[NH:3]([c:4]1[c:5]([C:6](=[O:7])[O:8][CH3:9])[cH:10][cH:11][cH:12][c:13]1[CH3:14])[S:21](=[O:22])(=[O:23])[c:24]1[n:25][n:26]2[c:27]([n:28][c:29]([CH3:33])[cH:30][c:31]2[CH3:32])[n:34]1. The reactants are Nc1c(Br)cc(F)cc1[N+](=O)[O-], CCO, O=N[O-], [Na+], O, O, O, O, O, O, O, O, O=S(=O)(O)O, O=S(=O)(O)O. The product is O=[N+]([O-])c1cc(F)cc(Br)c1. RXN SMILES: [Br:1][c:2]1[c:3]([NH2:12])[c:4]([N+:9](=[O:10])[O-:11])[cH:5][c:6]([F:8])[cH:7]1.[CH3:17][CH2:18][OH:19].[N:13]([O-:14])=[O:15].[Na+:16].[OH2:20].[OH2:21].[OH2:22].[OH2:23].[OH2:24].[OH2:25].[OH2:26].[OH2:37].[S:27]([OH:28])([OH:29])(=[O:30])=[O:31].[S:32](=[O:33])(=[O:34])([OH:35])[OH:36]>>[Br:1][c:2]1[cH:3][c:4]([N+:9](=[O:10])[O-:11])[cH:5][c:6]([F:8])[cH:7]1. Starting materials: CCO, Cl, CCOC(=O)c1ncn2c1CN(C)C(=O)c1cc(F)ccc1-2, [Na+], [OH-], O. RXN SMILES: [CH3:26][CH2:27][OH:28].[ClH:25].[F:1][c:2]1[cH:3][cH:4][c:5]2[c:6]([cH:22]1)[C:7](=[O:21])[N:8]([CH3:20])[CH2:9][c:10]1[n:11]-2[cH:12][n:13][c:14]1[C:15](=[O:16])[O:17][CH2:18][CH3:19].[Na+:24].[OH-:23].[OH2:29]>>[F:1][c:2]1[cH:3][cH:4][c:5]2[c:6]([cH:22]1)[C:7](=[O:21])[N:8]([CH3:20])[CH2:9][c:10]1[n:11]-2[cH:12][n:13][c:14]1[C:15](=[O:16])[OH:17]. The product is CN1Cc2c(C(=O)O)ncn2-c2ccc(F)cc2C1=O.